From a dataset of the Open Reaction Database (ORD), a public repository of structured organic reaction records. describe an organic reaction: reactants, conditions, products, and yield The reactants are C(CCC)[Li] (n-butyl lithium), [Br-].O1C(OCC1)C[P+](C1=CC=CC=C1)(C1=CC=CC=C1)C1=CC=CC=C1 ((1,3-dioxolan-2-ylmethyl)triphenylphosphonium bromide), O1CCCC1 (tetrahydrofuran), COC=1C=C(C=O)C=CC1OCC=1N=C(OC1C)C1=CC=CC=C1 (3-methoxy-4-(5-methyl-2-phenyl-4-oxazolylmethoxy)benzaldehyde), ice water. The solvent is CCCCCC (hexane). Conditions: time 1 hour. Product: COC=1C=C(C=CC1OCC=1N=C(OC1C)C1=CC=CC=C1)C=CC1OCCO1 (2-[2-[3-methoxy-4-(5-methyl-2-phenyl-4-oxazolylmethoxy)phenyl]vinyl]-1,3-dioxolane). RXN SMILES: [CH2:1]([Li])[CH2:2][CH2:3]C.[Br-].[O:7]1[CH2:11][CH2:10][O:9]C1C[P+](C1C=CC=CC=1)(C1C=CC=CC=1)C1C=CC=CC=1.O1CCCC1.[CH3:37][O:38][C:39]1[CH:40]=[C:41]([CH:44]=[CH:45][C:46]=1[O:47][CH2:48][C:49]1[N:50]=[C:51]([C:55]2[CH:60]=[CH:59][CH:58]=[CH:57][CH:56]=2)[O:52][C:53]=1[CH3:54])C=O>CCCCCC>[CH3:37][O:38][C:39]1[CH:40]=[C:41]([CH:3]=[CH:2][CH:1]2[O:9][CH2:10][CH2:11][O:7]2)[CH:44]=[CH:45][C:46]=1[O:47][CH2:48][C:49]1[N:50]=[C:51]([C:55]2[CH:56]=[CH:57][CH:58]=[CH:59][CH:60]=2)[O:52][C:53]=1[CH3:54] |f:1.2|. Procedure details: A solution of n-butyl lithium in hexane (1.6 M, 15.6 ml) was added dropwise, at -15° C., to a mixture of (1,3-dioxolan-2-ylmethyl)triphenylphosphonium bromide (10.74 g) and tetrahydrofuran (110 ml). The mixture was stirred for 1 hour at the same temperature, to which was added 3-methoxy-4-(5-methyl-2-phenyl-4-oxazolylmethoxy)benzaldehyde (6.74 g). After being stirred for 4 hours at 50° C., the reaction mixture was poured into ice-water, which was subjected to extraction with ethyl acetate. The e...